Dataset: the Open Reaction Database (ORD), a public repository of structured organic reaction records. Task: describe an organic reaction: reactants, conditions, products, and yield Starting materials: C1CCOC1, C[Si](C)(C)[N-][Si](C)(C)C, [Li+], CCC(N=C=O)c1ccccc1, O=C1CC(CSc2ncccn2)N1. The product is CCC(NC(=O)N1C(=O)CC1CSc1ncccn1)c1ccccc1. RXN SMILES: [CH2:36]1[O:37][CH2:38][CH2:39][CH2:40]1.[CH3:15][Si:16]([N-:17][Si:18]([CH3:19])([CH3:20])[CH3:21])([CH3:22])[CH3:23].[Li+:14].[c:24]1([CH:30]([CH2:31][CH3:32])[N:33]=[C:34]=[O:35])[cH:25][cH:26][cH:27][cH:28][cH:29]1.[n:1]1[c:2]([S:7][CH2:8][CH:9]2[CH2:10][C:11](=[O:13])[NH:12]2)[n:3][cH:4][cH:5][cH:6]1>>[n:1]1[c:2]([S:7][CH2:8][CH:9]2[CH2:10][C:11](=[O:13])[N:12]2[C:34]([NH:33][CH:30]([c:24]2[cH:25][cH:26][cH:27][cH:28][cH:29]2)[CH2:31][CH3:32])=[O:35])[n:3][cH:4][cH:5][cH:6]1. The reactants are ONC1CCCCCCC1, O=C=Nc1ccccc1, C1CCOC1. Yields the product O=C(Nc1ccccc1)N(O)C1CCCCCCC1. As a reaction SMILES: [CH:1]1([NH:9][OH:10])[CH2:2][CH2:3][CH2:4][CH2:5][CH2:6][CH2:7][CH2:8]1.[O:11]=[C:12]=[N:13][c:14]1[cH:15][cH:16][cH:17][cH:18][cH:19]1.[O:20]1[CH2:21][CH2:22][CH2:23][CH2:24]1>>[CH:1]1([N:9]([OH:10])[C:12](=[O:11])[NH:13][c:14]2[cH:15][cH:16][cH:17][cH:18][cH:19]2)[CH2:2][CH2:3][CH2:4][CH2:5][CH2:6][CH2:7][CH2:8]1. Reactants: O1C=CC2=C1C(=CC=C2)C2CN(CCC1=C2C=C(C(=C1)Cl)O)C ((+)-5-(7-benzofuranyl)-8-chloro-3-methyl-2,3,4,5-tetrahydro-1H-3-benzazepin-7-ol), COCCl (chloromethyl methyl ether), Potassium tert.-butylate, [I-].[K+] (potassiumiodide). Solvent: C(C)O (ethanol). Reaction conditions: time 3 hour. Product: O1C=CC2=C1C(=CC=C2)C2CN(CCC1=C2C=C(C(=C1)Cl)OCOC)C ((+)-5-(7-benzofuranyl)-8-chloro-7-methoxymethyloxy-3-methyl-2,3,4,5-tetrahydro-1H-3-benzazepine). RXN SMILES: [O:1]1[C:5]2[C:6]([CH:10]3[C:16]4[CH:17]=[C:18]([OH:22])[C:19]([Cl:21])=[CH:20][C:15]=4[CH2:14][CH2:13][N:12]([CH3:23])[CH2:11]3)=[CH:7][CH:8]=[CH:9][C:4]=2[CH:3]=[CH:2]1.[I-].[K+].[CH3:26][O:27][CH2:28]Cl>C(O)C>[O:1]1[C:5]2[C:6]([CH:10]3[C:16]4[CH:17]=[C:18]([O:22][CH2:26][O:27][CH3:28])[C:19]([Cl:21])=[CH:20][C:15]=4[CH2:14][CH2:13][N:12]([CH3:23])[CH2:11]3)=[CH:7][CH:8]=[CH:9][C:4]=2[CH:3]=[CH:2]1 |f:1.2|. Procedure: (+)-5-(7-benzofuranyl)-8-chloro-3-methyl-2,3,4,5-tetrahydro-1H-3-benzazepin-7-ol (1.64 g, 0.005 mol) is suspended in dry ethanol (50 ml). Potassium-tert.-butylate (1.12 g, 0.010 mol) and potassiumiodide (0.10 g) are added. To the resulting solution chloromethyl methyl ether (0.84 g, 0.010 mol) is added. The reaction mixture is stirred for 3 hours. The resulting suspension is filtered and the filtrate evaporated to dryness under reduced pressure. The residue is chromatographed on a silicia-gel co... Reactants: COC=1C=C2C=CC(=CC2=CC1)O (6-methoxy-2-naphthol), [Cl-].COC1=C(C=[N+]2CCOCC2)C=CC=C1 (4-(2-methoxy-benzylidene)-morpholin-4-ium chloride). Product: COC=1C=C2C=CC(=C(C2=CC1)C(N1CCOCC1)C1=C(C=CC=C1)OC)O (6-Methoxy-1-[(2-methoxyphenyl)-morpholin-4-yl-methyl]-naphthalen-2-ol). RXN SMILES: [CH3:1][O:2][C:3]1[CH:4]=[C:5]2[C:10](=[CH:11][CH:12]=1)[CH:9]=[C:8]([OH:13])[CH:7]=[CH:6]2.[Cl-].[CH3:15][O:16][C:17]1[CH:29]=[CH:28][CH:27]=[CH:26][C:18]=1[CH:19]=[N+:20]1[CH2:25][CH2:24][O:23][CH2:22][CH2:21]1>>[CH3:1][O:2][C:3]1[CH:4]=[C:5]2[C:10](=[CH:11][CH:12]=1)[C:9]([CH:19]([C:18]1[CH:26]=[CH:27][CH:28]=[CH:29][C:17]=1[O:16][CH3:15])[N:20]1[CH2:25][CH2:24][O:23][CH2:22][CH2:21]1)=[C:8]([OH:13])[CH:7]=[CH:6]2 |f:1.2|. Reported procedure: The preparation was carried out in accordance with general synthesis instructions 4 from 6-methoxy-2-naphthol and 4-(2-methoxy-benzylidene)-morpholin-4-ium chloride, which had been prepared in accordance with example 28. Starting materials: C(C1=CC=CC=C1)OC1=CC=C(C=C1)C=1C(=C2C=CC(=CN2C1)OC)CC (2-(4-benzyloxyphenyl)-1-ethyl-6-methoxyindolizine), C(#CC(=O)OC)C(=O)OC (dimethyl acetylene dicarboxylate). Yields the product C(C1=CC=CC=C1)OC1=CC=C(C=C1)C1=C(C=2N3C1=C(C(=C3C(=CC2)OC)C(=O)OC)C(=O)OC)CC (dimethyl 3-(4-benzyloxyphenyl)-4-ethyl-7-methoxypyrrolo[2,1,5-cd]indolizine-1,2-dicarboxylate). Isolated yield 80.0%. Reaction SMILES: [CH2:1]([O:8][C:9]1[CH:14]=[CH:13][C:12]([C:15]2[C:16]([CH2:26][CH3:27])=[C:17]3[N:22]([CH:23]=2)[CH:21]=[C:20]([O:24][CH3:25])[CH:19]=[CH:18]3)=[CH:11][CH:10]=1)[C:2]1[CH:7]=[CH:6][CH:5]=[CH:4][CH:3]=1.[C:28]([C:34]([O:36][CH3:37])=[O:35])#[C:29][C:30]([O:32][CH3:33])=[O:31]>>[CH2:1]([O:8][C:9]1[CH:10]=[CH:11][C:12]([C:15]2[C:23]3=[C:28]([C:34]([O:36][CH3:37])=[O:35])[C:29]([C:30]([O:32][CH3:33])=[O:31])=[C:21]4[C:20]([O:24][CH3:25])=[CH:19][CH:18]=[C:17]([N:22]34)[C:16]=2[CH2:26][CH3:27])=[CH:13][CH:14]=1)[C:2]1[CH:3]=[CH:4][CH:5]=[CH:6][CH:7]=1. Reported procedure: The general synthetic pathway outlined in example 23, step 1-5, have been applied to proper starting materials in the preparation of 2-(4-benzyloxyphenyl)-1-ethyl-6-methoxyindolizine, which was reacted with dimethyl acetylene dicarboxylate by the general synthetic principle outlined in example 23, step 6, to afford dimethyl 3-(4-benzyloxyphenyl)-4-ethyl-7-methoxypyrrolo[2,1,5-cd]indolizine-1,2-dicarboxylate as a red oil in 80% yield. 1H-NMR (CDCl3, 200 MHz) δ: 1.36 (t, 3H); 3.02 (q, 2H); 3.60 (s... The reactants are ClC1=C(C=NC2=CC(=C(C=C12)OCC)OCC)C#N (4-chloro-6,7-diethoxy-3-quinolinecarbonitrile), FC1=CC=C(N)C=C1 (4-fluoroaniline). The product is FC1=CC=C(C=C1)NC1=C(C=NC2=CC(=C(C=C12)OCC)OCC)C#N (4-(4-fluorophenylamino)-6,7-diethoxy-3-quinolinecarbonitrile). As a reaction SMILES: Cl[C:2]1[C:11]2[C:6](=[CH:7][C:8]([O:15][CH2:16][CH3:17])=[C:9]([O:12][CH2:13][CH3:14])[CH:10]=2)[N:5]=[CH:4][C:3]=1[C:18]#[N:19].[F:20][C:21]1[CH:27]=[CH:26][C:24]([NH2:25])=[CH:23][CH:22]=1>>[F:20][C:21]1[CH:27]=[CH:26][C:24]([NH:25][C:2]2[C:11]3[C:6](=[CH:7][C:8]([O:15][CH2:16][CH3:17])=[C:9]([O:12][CH2:13][CH3:14])[CH:10]=3)[N:5]=[CH:4][C:3]=2[C:18]#[N:19])=[CH:23][CH:22]=1. Procedure: In the manner of Example 105 reaction of 4-chloro-6,7-diethoxy-3-quinolinecarbonitrile with 4-fluoroaniline gave the title compound as a tan solid, mp 177-181° C.